From a dataset of the Open Reaction Database (ORD), a public repository of structured organic reaction records. describe an organic reaction: reactants, conditions, products, and yield Starting materials: [OH-].[K+] (Potassium hydroxide), C(#N)C1=C(C(=NC=2N1N=C(C2C2=C(C=C(C=C2C)C)C)C)C)C(=O)OCC (ethyl 7-cyano-3-mesityl-2,5-dimethylpyrazolo[1,5-a]pyrimidin-6-carboxylate), C(C)O (ethanol). Yields the product C1(=C(C(=CC(=C1)C)C)C=1C(=NN2C1N=C(C(=C2C(=O)O)C(=O)O)C)C)C (3-Mesityl-2,5-dimethylpyrazolo[1,5-a]pyrimidin-6,7-dicarboxylic acid). Reaction SMILES: [OH-:1].[K+].C(C1[N:10]2[N:11]=[C:12]([CH3:23])[C:13]([C:14]3[C:19]([CH3:20])=[CH:18][C:17]([CH3:21])=[CH:16][C:15]=3[CH3:22])=[C:9]2[N:8]=[C:7]([CH3:24])[C:6]=1[C:25]([O:27]CC)=[O:26])#N.[CH2:30]([OH:32])[CH3:31]>>[C:15]1([CH3:22])[CH:16]=[C:17]([CH3:21])[CH:18]=[C:19]([CH3:20])[C:14]=1[C:13]1[C:12]([CH3:23])=[N:11][N:10]2[C:31]([C:30]([OH:1])=[O:32])=[C:6]([C:25]([OH:27])=[O:26])[C:7]([CH3:24])=[N:8][C:9]=12 |f:0.1|. Procedure: Potassium hydroxide (441 mg, 11.04 mmol) was added to a solution of ethyl 7-cyano-3-mesityl-2,5-dimethylpyrazolo[1,5-a]pyrimidin-6-carboxylate (800 mg, 2.21 mmol) in ethanol (15 mL), followed by heating under reflux for two hours. The reaction mixture was evaporated, water was added. Under ice-cooling, 2N hydrochloric acid was added to adjust the pH of the mixture to pH 1. The mixture was extracted with ethyl acetate, and the organic layer was washed with brine, dried over anhydrous magnesium su... Reactants: [BH4-], CC(C)(C)OC(=O)N(CCF)CCCCN, CO, Cc1cc(Cl)cnc1C=O, [K+], [K+], [Na+], [Na+], O=C([O-])[O-], O=C([O-])O. Product: Cc1cc(Cl)cnc1CNCCCCN(CCF)C(=O)OC(C)(C)C. Reaction SMILES: [BH4-:33].[C:1]([CH3:2])([CH3:3])([CH3:4])[O:5][C:6]([N:7]([CH2:8][CH2:9][F:10])[CH2:11][CH2:12][CH2:13][CH2:14][NH2:15])=[O:16].[CH3:40][OH:41].[Cl:17][c:18]1[cH:19][c:20]([CH3:26])[c:21]([CH:24]=[O:25])[n:22][cH:23]1.[K+:27].[K+:28].[Na+:34].[Na+:39].[O-:29][C:30]([O-:31])=[O:32].[O-:35][C:36]([OH:37])=[O:38]>>[C:1]([CH3:2])([CH3:3])([CH3:4])[O:5][C:6]([N:7]([CH2:8][CH2:9][F:10])[CH2:11][CH2:12][CH2:13][CH2:14][NH:15][CH2:24][c:21]1[c:20]([CH3:26])[cH:19][c:18]([Cl:17])[cH:23][n:22]1)=[O:16]. Reactants: O (water), FC1=CC=C(C=C1)N1N=C(C(=C1)C(=O)OCC)C (ethyl 1-(4-fluorophenyl)-3-methylpyrazole-4-carboxylate), [OH-].[Na+] (sodium hydroxide). Run in C(C)O (ethanol), C(C)O (ethanol). Run at time 2 hour. Yields the product FC1=CC=C(C=C1)N1N=C(C(=C1)C(=O)O)C (1-(4-Fluorophenyl)-3-methylpyrazole-4-carboxylic acid). Reaction SMILES: O.[F:2][C:3]1[CH:8]=[CH:7][C:6]([N:9]2[CH:13]=[C:12]([C:14]([O:16]CC)=[O:15])[C:11]([CH3:19])=[N:10]2)=[CH:5][CH:4]=1.[OH-].[Na+]>C(O)C>[F:2][C:3]1[CH:4]=[CH:5][C:6]([N:9]2[CH:13]=[C:12]([C:14]([OH:16])=[O:15])[C:11]([CH3:19])=[N:10]2)=[CH:7][CH:8]=1 |f:2.3|. Procedure: To a mixed solvent of ethanol (40 ml) and water (40 ml) were added ethyl 1-(4-fluorophenyl)-3-methylpyrazole-4-carboxylate (8.5 g) and sodium hydroxide (1.66 g), and the mixture was stirred at a refluxing temperature for 2 h. After the reaction, ethanol was evaporated and to the residue was added dilute hydrochloric acid. The obtained solid was recrystallized from aqueous methanol solution to give the title compound, melting point: 194–195° C. Reactants: [Na] (sodium), BrC1=CC=C(C=C1)S (4-Bromothiophenol), C[O-].[Na+] (sodium methoxide), BrCCCCCCCCCC (1-bromodecane). Solvent: CO (methanol), CO (methanol). Reaction conditions: time 1 hour. The product is C(CCCCCCCCC)SC1=CC=C(C=C1)Br (4-(decylthio)bromobenzene). Yield: 91.6%. Reaction SMILES: [Br:1][C:2]1[CH:7]=[CH:6][C:5]([SH:8])=[CH:4][CH:3]=1.C[O-].[Na+].[Na].Br[CH2:14][CH2:15][CH2:16][CH2:17][CH2:18][CH2:19][CH2:20][CH2:21][CH2:22][CH3:23]>CO>[CH2:14]([S:8][C:5]1[CH:6]=[CH:7][C:2]([Br:1])=[CH:3][CH:4]=1)[CH2:15][CH2:16][CH2:17][CH2:18][CH2:19][CH2:20][CH2:21][CH2:22][CH3:23] |f:1.2,^1:11|. Procedure: 4-Bromothiophenol (100 g) was added dropwise to a solution of sodium methoxide prepared from sodium (13.4 g) and dry methanol (400 ml). The solution was stirred for 1 hour and then a mixture of 1-bromodecane (128.6 g) and dry methanol (150 ml) was added over 10 minutes. The oily suspension was refluxed for 4 hours and was then concentrated by distilling off about 300 ml of solvent. Water (750 ml) was added and the mixture was stirred vigorously while cooling. The solid product was collected, was... The reactants are ClC1=CC=C(C=C1)S(=O)(=O)N[C@H]1C(NCCC(C1)(F)F)=O (4-Chloro-N-((R)-5,5-difluoro-2-oxo-azepan-3-yl)-benzenesulfonamide), COC(C1=CC(=C(C=C1)CBr)F)=O (4-bromomethyl-3-fluoro-benzoic acid methyl ester). Yields the product COC(C1=CC(=C(C=C1)CN([C@H]1C(NCCC(C1)(F)F)=O)S(=O)(=O)C1=CC=C(C=C1)Cl)F)=O (4-{[(4-chloro-benzenesulfonyl)-((R)-5,5-difluoro-2-oxo-azepan-3-yl)-amino]-methyl}-3-fluoro-benzoic acid methyl ester). Reaction SMILES: [Cl:1][C:2]1[CH:7]=[CH:6][C:5]([S:8]([NH:11][C@@H:12]2[CH2:18][C:17]([F:20])([F:19])[CH2:16][CH2:15][NH:14][C:13]2=[O:21])(=[O:10])=[O:9])=[CH:4][CH:3]=1.[CH3:22][O:23][C:24](=[O:34])[C:25]1[CH:30]=[CH:29][C:28]([CH2:31]Br)=[C:27]([F:33])[CH:26]=1>>[CH3:22][O:23][C:24](=[O:34])[C:25]1[CH:30]=[CH:29][C:28]([CH2:31][N:11]([S:8]([C:5]2[CH:6]=[CH:7][C:2]([Cl:1])=[CH:3][CH:4]=2)(=[O:9])=[O:10])[C@@H:12]2[CH2:18][C:17]([F:19])([F:20])[CH2:16][CH2:15][NH:14][C:13]2=[O:21])=[C:27]([F:33])[CH:26]=1. Reported procedure: 4-Chloro-N-((R)-5,5-difluoro-2-oxo-azepan-3-yl)-benzenesulfonamide was alkylated using 4-bromomethyl-3-fluoro-benzoic acid methyl ester analogous to Example 1 to afford 4-{[(4-chloro-benzenesulfonyl)-((R)-5,5-difluoro-2-oxo-azepan-3-yl)-amino]-methyl}-3-fluoro-benzoic acid methyl ester: MS: m/e=504.9 (MH+), 522.1(MNH4+). The reactants are CC(C)c1ccccc1N, [K+], O=[N+]([O-])[O-], [Na+], [OH-], O, O=S(=O)(O)O. The product is CC(C)c1ccc([N+](=O)[O-])cc1N. As a reaction SMILES: [CH:1]([CH3:2])([CH3:3])[c:4]1[c:5]([NH2:6])[cH:7][cH:8][cH:9][cH:10]1.[K+:20].[N+:16](=[O:17])([O-:18])[O-:19].[Na+:22].[OH-:21].[OH2:23].[S:11](=[O:12])(=[O:13])([OH:14])[OH:15]>>[CH:1]([CH3:2])([CH3:3])[c:4]1[c:5]([NH2:6])[cH:7][c:8]([N+:16](=[O:17])[O-:18])[cH:9][cH:10]1. The reactants are ClC=1C2=C(N=CN1)CCN(C2)C2=C(C#N)C=C(C=C2)C (2-(4-chloro-7,8-dihydropyrido[4,3-d]pyrimidin-6(5H)-yl)-5-methylbenzonitrile), ClC1=C(C=C(C=C1)C(C)N)S(=O)(=O)C (1-(4-chloro-3-(methylsulfonyl)phenyl)ethanamine). Run in C(C)#N (acetonitrile), C(C)(C)N(C(C)C)CC (N,N-diisopropylethylamine). Yields the product ClC1=C(C=C(C=C1)C(C)NC=1C2=C(N=CN1)CCN(C2)C2=C(C#N)C=C(C=C2)C)S(=O)(=O)C (2-(4-(1-(4-chloro-3-(methylsulfonyl)phenyl)ethylamino)-7,8-dihydropyrido[4,3-d]pyrimidin-6(5H)-yl)-5-methylbenzonitrile). RXN SMILES: Cl[C:2]1[C:3]2[CH2:11][N:10]([C:12]3[CH:19]=[CH:18][C:17]([CH3:20])=[CH:16][C:13]=3[C:14]#[N:15])[CH2:9][CH2:8][C:4]=2[N:5]=[CH:6][N:7]=1.[Cl:21][C:22]1[CH:27]=[CH:26][C:25]([CH:28]([NH2:30])[CH3:29])=[CH:24][C:23]=1[S:31]([CH3:34])(=[O:33])=[O:32]>C(#N)C.C(N(CC)C(C)C)(C)C>[Cl:21][C:22]1[CH:27]=[CH:26][C:25]([CH:28]([NH:30][C:2]2[C:3]3[CH2:11][N:10]([C:12]4[CH:19]=[CH:18][C:17]([CH3:20])=[CH:16][C:13]=4[C:14]#[N:15])[CH2:9][CH2:8][C:4]=3[N:5]=[CH:6][N:7]=2)[CH3:29])=[CH:24][C:23]=1[S:31]([CH3:34])(=[O:32])=[O:33]. Reported procedure: A reaction mixture of 2-(4-chloro-7,8-dihydropyrido[4,3-d]pyrimidin-6(5H)-yl)-5-methylbenzonitrile (250 mg, 0.88 mmol) and 1-(4-chloro-3-(methylsulfonyl)phenyl)ethanamine (300 mg, 1.28 mmol) in acetonitrile (2 mL) and N,N-diisopropylethylamine (700 μL) was subjected to microwave irradiation at 185° C. for 3.5 h. The reaction mixture was concentrated and the residue was purified by preparative HPLC (100×20.2 mm, C18 column; 30-60% acetonitrile-water [10 mM Et2NH]) to afford a light yellow solid. The reactants are Cc1ccc(S(=O)(=O)n2cc(C3CC3CN(C)C)c3cc(C#N)ccc32)cc1, CCO, [Na+], [OH-], O. Product: CN(C)CC1CC1c1c[nH]c2ccc(C#N)cc12. Reaction SMILES: [C:4](#[N:5])[c:6]1[cH:7][c:8]2[c:9]([CH:25]3[CH:26]([CH2:28][N:29]([CH3:30])[CH3:31])[CH2:27]3)[cH:10][n:11]([S:15]([c:16]3[cH:17][cH:18][c:19]([CH3:20])[cH:21][cH:22]3)(=[O:23])=[O:24])[c:12]2[cH:13][cH:14]1.[CH3:32][CH2:33][OH:34].[Na+:3].[OH-:2].[OH2:1]>>[C:4](#[N:5])[c:6]1[cH:7][c:8]2[c:9]([CH:25]3[CH:26]([CH2:28][N:29]([CH3:30])[CH3:31])[CH2:27]3)[cH:10][nH:11][c:12]2[cH:13][cH:14]1. Reactants: CC(=O)O (AcOH), [N+](=O)([O-])C=1C=C(OCC2NCCC2)C=C(C1)C(F)(F)F (2-(3-Nitro-5-trifluoromethyl-phenoxymethyl)-pyrrolidine), [BH3-]C#N.[Na+] (NaBH3CN), C=O (formaldehyde). Run in CC#N (CH3CN). Reaction conditions: time 45 minute. Product: CN1[C@H](CCC1)COC1=CC(=CC(=C1)C(F)(F)F)[N+](=O)[O-] ((R)-1-methyl-2-(3-nitro-5-trifluoromethyl-phenoxymethyl)-pyrrolidine). As a reaction SMILES: [N+:1]([C:4]1[CH:5]=[C:6]([CH:14]=[C:15]([C:17]([F:20])([F:19])[F:18])[CH:16]=1)[O:7][CH2:8][CH:9]1[CH2:13][CH2:12][CH2:11][NH:10]1)([O-:3])=[O:2].C=O.[BH3-][C:24]#N.[Na+].CC(O)=O>CC#N>[CH3:24][N:10]1[CH2:11][CH2:12][CH2:13][C@@H:9]1[CH2:8][O:7][C:6]1[CH:14]=[C:15]([C:17]([F:20])([F:18])[F:19])[CH:16]=[C:4]([N+:1]([O-:3])=[O:2])[CH:5]=1 |f:2.3|. Procedure: 2-(3-Nitro-5-trifluoromethyl-phenoxymethyl)-pyrrolidine (6 mmol) was dissolved in CH3CN (20 mL) and formaldehyde (2.4 mL, 37% aqueous) was added. NaBH3CN (607 mg) was added, an exotherm was observed. The pH was monitored every 15 min and adjusted to ˜7 with AcOH. After 45 min, the mixture was concentrated in vacuo and the residue was dissolved in EtOAc, washed with 6 N NaOH, 1 N NaOH, and 2 N HCl (3×). The acid washings were combined, adjusted to ˜pH 10 with solid Na2CO3 and extracted with EtOAc... Starting materials: CC1=CC=C(C=C1)CC(=O)O (4-methylphenyl-acetic acid), C(C)(C)(C)O (tert-butanol), C1(CCCCC1)N=C=NC1CCCCC1 (dicyclohexylcarbodiimide). Reagents/catalysts: CN(C)C1=CC=NC=C1 (4-(N,N-dimethylamino)pyridine). The solvent is ClCCl (dichloromethane), ClCCl (dichloromethane). Reaction conditions: temperature 25 celsius, time 20 hour. The product is CC1=CC=C(C=C1)CC(=O)OC(C)(C)C (tert-Butyl 4-methylphenyl-acetate). Reaction SMILES: [CH3:1][C:2]1[CH:7]=[CH:6][C:5]([CH2:8][C:9]([OH:11])=[O:10])=[CH:4][CH:3]=1.[C:12](O)([CH3:15])([CH3:14])[CH3:13].C1(N=C=NC2CCCCC2)CCCCC1>CN(C1C=CN=CC=1)C.ClCCl>[CH3:1][C:2]1[CH:3]=[CH:4][C:5]([CH2:8][C:9]([O:11][C:12]([CH3:15])([CH3:14])[CH3:13])=[O:10])=[CH:6][CH:7]=1. Reported procedure: 450 g (3 mol) of 4-methylphenyl-acetic acid (Aldrich), 1.13 l (12 mol) of tert-butanol and 90 g (0.74 mol) of 4-(N,N-dimethylamino)pyridine are dissolved in 2 l of dichloromethane. After addition of 680 g (3.3 mol of dicyclohexylcarbodiimide, dissolved in 400 ml of dichloromethane, the mixture is stirred at 25° C. for 20 h, the precipitated urea is filtered off with suction and flashed with 200 ml of dichloromethane, and the organic phase is washed twice each with 500 ml of 2 M hydrochloric acid...